From a dataset of the Open Reaction Database (ORD), a public repository of structured organic reaction records. describe an organic reaction: reactants, conditions, products, and yield Yields the product COc1cc(C(C)=O)ccc1OCCCCCCN1CCC(C(O)(c2ccc(F)cc2)c2ccc(F)cc2)CC1. Starting materials: CCCCO, COc1cc(C(C)=O)ccc1OCCCCCCCl, OC(c1ccc(F)cc1)(c1ccc(F)cc1)C1CCNCC1, [I-], [K+], [Na+], [Na+], O=C([O-])[O-]. Reaction SMILES: [CH2:50]([OH:51])[CH2:52][CH2:53][CH3:54].[Cl:23][CH2:24][CH2:25][CH2:26][CH2:27][CH2:28][CH2:29][O:30][c:31]1[c:32]([O:40][CH3:41])[cH:33][c:34]([C:37]([CH3:38])=[O:39])[cH:35][cH:36]1.[F:1][c:2]1[cH:3][cH:4][c:5]([C:8]([OH:9])([CH:10]2[CH2:11][CH2:12][NH:13][CH2:14][CH2:15]2)[c:16]2[cH:17][cH:18][c:19]([F:22])[cH:20][cH:21]2)[cH:6][cH:7]1.[I-:49].[K+:48].[Na+:42].[Na+:43].[O-:44][C:45](=[O:46])[O-:47]>>[F:1][c:2]1[cH:3][cH:4][c:5]([C:8]([OH:9])([CH:10]2[CH2:11][CH2:12][N:13]([CH2:24][CH2:25][CH2:26][CH2:27][CH2:28][CH2:29][O:30][c:31]3[c:32]([O:40][CH3:41])[cH:33][c:34]([C:37]([CH3:38])=[O:39])[cH:35][cH:36]3)[CH2:14][CH2:15]2)[c:16]2[cH:17][cH:18][c:19]([F:22])[cH:20][cH:21]2)[cH:6][cH:7]1. The solvent is O (water). Product: C(C1=CC=CC=C1)SC1=CC=C(C=C1)CO ((4-benzylsulfanyl-phenyl)-methanol). Run at time 1 hour. Yield: 81.6%. The reactants are [BH4-].[Na+] (Sodium borohydride), ice, C(C1=CC=CC=C1)SC1=CC=C(C=O)C=C1 (4-(benzylsulfanyl)-benzaldehyde), CO (methanol), Cl (HCl). Procedure: Sodium borohydride (2.7 g, 67 mmol) was added slowly in three portions to an ice cold mixture of 4-(benzylsulfanyl)-benzaldehyde (7.70 g, 33.7 mmol) and methanol (150 mL). After the addition was complete, the reaction mixture was warmed to room temperature, then stirred for 1 hour. The reaction mixture was cooled again in an ice bath, then 1 N aqueous HCl (80 mL) was added. The resulting mixture was diluted with water (600 mL), then extracted with ethyl acetate (3×250 mL). The combined organic l... Reaction SMILES: [BH4-].[Na+].[CH2:3]([S:10][C:11]1[CH:18]=[CH:17][C:14]([CH:15]=[O:16])=[CH:13][CH:12]=1)[C:4]1[CH:9]=[CH:8][CH:7]=[CH:6][CH:5]=1.CO.Cl>O>[CH2:3]([S:10][C:11]1[CH:12]=[CH:13][C:14]([CH2:15][OH:16])=[CH:17][CH:18]=1)[C:4]1[CH:5]=[CH:6][CH:7]=[CH:8][CH:9]=1 |f:0.1|. The reactants are ClC1=C(C=CC(=C1)Cl)B(O)O (2,4-dichlorophenylboronic acid), IC=1C=C(N)C=CC1 (3-iodoaniline), C([O-])([O-])=O.[Na+].[Na+] (sodium carbonate), C1(=CC=CC=C1)C (toluene). Reagents/catalysts: [Pd].C1(=CC=CC=C1)P(C1=CC=CC=C1)C1=CC=CC=C1.C1(=CC=CC=C1)P(C1=CC=CC=C1)C1=CC=CC=C1.C1(=CC=CC=C1)P(C1=CC=CC=C1)C1=CC=CC=C1.C1(=CC=CC=C1)P(C1=CC=CC=C1)C1=CC=CC=C1 (tetrakis(triphenylphosphine) palladium). The solvent is O (water), C(C)O (ethanol). The product is ClC1=C(C=CC(=C1)Cl)C=1C=C(N)C=CC1 (3-(2,4-dichlorophenyl)aniline). The yield is 36.3%. RXN SMILES: [Cl:1][C:2]1[CH:7]=[C:6]([Cl:8])[CH:5]=[CH:4][C:3]=1B(O)O.I[C:13]1[CH:14]=[C:15]([CH:17]=[CH:18][CH:19]=1)[NH2:16].C(=O)([O-])[O-].[Na+].[Na+].C1(C)C=CC=CC=1>[Pd].C1(P(C2C=CC=CC=2)C2C=CC=CC=2)C=CC=CC=1.C1(P(C2C=CC=CC=2)C2C=CC=CC=2)C=CC=CC=1.C1(P(C2C=CC=CC=2)C2C=CC=CC=2)C=CC=CC=1.C1(P(C2C=CC=CC=2)C2C=CC=CC=2)C=CC=CC=1.O.C(O)C>[Cl:1][C:2]1[CH:7]=[C:6]([Cl:8])[CH:5]=[CH:4][C:3]=1[C:13]1[CH:14]=[C:15]([CH:17]=[CH:18][CH:19]=1)[NH2:16] |f:2.3.4,6.7.8.9.10|. Reported procedure: 2.0 g (10.4 mmol) of 2,4-dichlorophenylboronic acid, 2.4 g (11.0 mmol) of 3-iodoaniline, 3.2 g (30.0 mmol) of sodium carbonate and 1.6 g (1.4 mmol) of tetrakis(triphenylphosphine) palladium were added to a solvent mixture of 70 ml of toluene, 30 ml of ethanol and 30 ml of water, and the reaction was carried out under reflux with heating for 2 hours. The reaction mixture was poured into ice-cold water and extracted with toluene. The toluene layer was washed with water twice and dried over anhydro... Reactants: CCN(C(C)C)C(C)C, N#Cc1c(Cl)nc(NC2CC2)nc1NCCO, C1COCCO1, c1ccc(N2CCNCC2)cc1. Product: N#Cc1c(NCCO)nc(NC2CC2)nc1N1CCN(c2ccccc2)CC1. Reaction SMILES: [CH2:18]([N:19]([CH:20]([CH3:21])[CH3:22])[CH:23]([CH3:24])[CH3:25])[CH3:26].[Cl:1][c:2]1[n:3][c:4]([NH:14][CH:15]2[CH2:16][CH2:17]2)[n:5][c:6]([NH:10][CH2:11][CH2:12][OH:13])[c:7]1[C:8]#[N:9].[O:39]1[CH2:40][CH2:41][O:42][CH2:43][CH2:44]1.[c:27]1([N:33]2[CH2:34][CH2:35][NH:36][CH2:37][CH2:38]2)[cH:28][cH:29][cH:30][cH:31][cH:32]1>>[c:2]1([N:36]2[CH2:35][CH2:34][N:33]([c:27]3[cH:28][cH:29][cH:30][cH:31][cH:32]3)[CH2:38][CH2:37]2)[n:3][c:4]([NH:14][CH:15]2[CH2:16][CH2:17]2)[n:5][c:6]([NH:10][CH2:11][CH2:12][OH:13])[c:7]1[C:8]#[N:9]. The reactants are BrCc1ccccc1, O=C([O-])[O-], [K+], [K+], CN(C)C=O, COc1ccc(NC=C2C(=O)OC(C)(C)OC2=O)cc1O. Yields the product COc1ccc(NC=C2C(=O)OC(C)(C)OC2=O)cc1OCc1ccccc1. As a reaction SMILES: [Br:28][CH2:29][c:30]1[cH:31][cH:32][cH:33][cH:34][cH:35]1.[C:22](=[O:23])([O-:24])[O-:25].[K+:26].[K+:27].[O:36]=[CH:37][N:38]([CH3:39])[CH3:40].[OH:1][c:2]1[cH:3][c:4]([NH:5][CH:6]=[C:7]2[C:8](=[O:16])[O:9][C:10]([CH3:14])([CH3:15])[O:11][C:12]2=[O:13])[cH:17][cH:18][c:19]1[O:20][CH3:21]>>[O:1]([c:2]1[cH:3][c:4]([NH:5][CH:6]=[C:7]2[C:8](=[O:16])[O:9][C:10]([CH3:14])([CH3:15])[O:11][C:12]2=[O:13])[cH:17][cH:18][c:19]1[O:20][CH3:21])[CH2:29][c:30]1[cH:31][cH:32][cH:33][cH:34][cH:35]1. Reactants: CC(=O)O, C1COCCO1, O=C(OC1CC(CCOCc2ccccc2)C1)c1ccc([N+](=O)[O-])cc1, [Na+], [OH-]. Product: OC1CC(CCOCc2ccccc2)C1. RXN SMILES: [C:29]([OH:30])(=[O:31])[CH3:32].[CH2:33]1[O:34][CH2:35][CH2:36][O:37][CH2:38]1.[N+:3]([c:4]1[cH:5][cH:6][c:7]([C:8](=[O:9])[O:12][CH:13]2[CH2:14][CH:15]([CH2:17][CH2:18][O:19][CH2:20][c:21]3[cH:22][cH:23][cH:24][cH:25][cH:26]3)[CH2:16]2)[cH:10][cH:11]1)([O-:27])=[O:28].[Na+:2].[OH-:1]>>[OH:12][CH:13]1[CH2:14][CH:15]([CH2:17][CH2:18][O:19][CH2:20][c:21]2[cH:22][cH:23][cH:24][cH:25][cH:26]2)[CH2:16]1.